This data is from the Open Reaction Database (ORD), a public repository of structured organic reaction records. The task is: describe an organic reaction: reactants, conditions, products, and yield Reaction SMILES: [Cl:1][C:2]1[CH:7]=[CH:6][C:5]([N:8]([C@H:12]2[C:21]3[C:16](=[CH:17][CH:18]=[CH:19][CH:20]=3)[N:15]([C:22](=[O:31])[C:23]3[CH:28]=[CH:27][C:26]([O:29][CH3:30])=[CH:25][CH:24]=3)[C@@H:14]([CH3:32])[CH2:13]2)[C:9](=[O:11])[CH3:10])=[CH:4][CH:3]=1.[H-].[Na+].BrC[C:37]1[CH:42]=[CH:41][N:40]=[CH:39][CH:38]=1.C(O)C>CN(C=O)C>[Cl:1][C:2]1[CH:7]=[CH:6][C:5]([N:8]([C@H:12]2[C:21]3[C:16](=[CH:17][CH:18]=[CH:19][CH:20]=3)[N:15]([C:22](=[O:31])[C:23]3[CH:24]=[CH:25][C:26]([O:29][CH2:30][C:37]4[CH:42]=[CH:41][N:40]=[CH:39][CH:38]=4)=[CH:27][CH:28]=3)[C@@H:14]([CH3:32])[CH2:13]2)[C:9](=[O:11])[CH3:10])=[CH:4][CH:3]=1 |f:1.2|. The product is ClC1=CC=C(C=C1)N(C(C)=O)[C@@H]1C[C@@H](N(C2=CC=CC=C12)C(C1=CC=C(C=C1)OCC1=CC=NC=C1)=O)C ((2S,4R)-N-(4-Chloro-phenyl)-N-{2-methyl-1-[4-(pyridin-4-ylmethoxy)-benzoyl]-1,2,3,4-tetrahydro-quinolin-4-yl}-acetamide). Conditions: time 30 minute. Reactants: C(C)O (Ethanol), ClC1=CC=C(C=C1)N(C(C)=O)[C@@H]1C[C@@H](N(C2=CC=CC=C12)C(C1=CC=C(C=C1)OC)=O)C ((2S,4R)-N-(4-Chloro-phenyl)-N-[1-(4-methoxy-benzoyl)-2-methyl-1,2,3,4-tetrahydro-quinolin-4-yl]-acetamide), BrCC1=CC=NC=C1 (4-Bromomethyl-pyridine), [H-].[Na+] (Sodium hydride). Reported procedure: The phenol was dissolved in DMF (5 mL) at room temperature. Sodium hydride (60% in oil) was added and the mixture allowed to stir 30 min. 4-Bromomethyl-pyridine was added and the reaction was allowed to stir over night. Ethanol was added and the reaction was concentrated in vacuo. The residue was partitioned between ethyl acetate and water, then extracted three times with ethyl acetate, dried over MgSO4, filtered and concentrated down. The crude residue was purified by silica gel chromatography ... Solvent: CN(C)C=O (DMF). Reactants: CN1C(=CC2=CC=CC=C12)SCCC(=O)O (3-(1-methyl-2-indolylthio)propionic acid), polyphosphate ester, ice. The solvent is C(Cl)(Cl)Cl (chloroform). Conditions: time 16 hour. The product is O=C1CCSC=2N(C3=CC=CC=C3C21)C (4-Oxo-9-Methyl-2,3,4,9-Tetrahydrothiopyrano[2,3-b]Indole). Reaction SMILES: [CH3:1][N:2]1[C:10]2[C:5](=[CH:6][CH:7]=[CH:8][CH:9]=2)[CH:4]=[C:3]1[S:11][CH2:12][CH2:13][C:14]([OH:16])=O>C(Cl)(Cl)Cl>[O:16]=[C:14]1[C:4]2[C:5]3[C:10](=[CH:9][CH:8]=[CH:7][CH:6]=3)[N:2]([CH3:1])[C:3]=2[S:11][CH2:12][CH2:13]1. Procedure details: 88.2 G (0.375 mol) of 3-(1-methyl-2-indolylthio)propionic acid obtained in stage B, and 300 g of polyphosphate ester, prepared according to W. POLLMANN and G. SCHRAMM (Biochem. Biophysica Acta, 80, 1 (1963)), are placed in 3.5 1 of chloroform. The mixture is stirred at room temperature and under a nitrogen atmosphere for 16 hours. After hydrolysis with 3 liters of ice-cold water, the organic phase is separated after settling has occurred and the aqueous phase is extracted twice with chloroform. ... Starting materials: BrC=1C=2N(N=C(C1)C=1C=C(C(=O)OC)C=CC1)C=CN2 (methyl 3-(8-bromoimidazo[1,2-b]pyridazin-6-yl)benzoate), C12CN(CC2C1)C1=CC=CC(=N1)N (6-(3-aza-bicyclo[3.1.0]hexan-3-yl)pyridin-2-amine), C=1C=CC(=CC1)P(C=2C=CC=CC2)C3=CC=C4C=CC=CC4=C3C5=C6C=CC=CC6=CC=C5P(C=7C=CC=CC7)C=8C=CC=CC8 (BINAP), C(=O)([O-])[O-].[Cs+].[Cs+] (Cs2CO3). Reagents/catalysts: C=1C=CC(=CC1)/C=C/C(=O)/C=C/C2=CC=CC=C2.C=1C=CC(=CC1)/C=C/C(=O)/C=C/C2=CC=CC=C2.C=1C=CC(=CC1)/C=C/C(=O)/C=C/C2=CC=CC=C2.[Pd].[Pd] (Pd2(dba)3). The solvent is O1CCOCC1 (dioxane). Run at temperature 100 celsius, time 16 hour. The product is C12CN(CC2C1)C1=CC=CC(=N1)NC=1C=2N(N=C(C1)C=1C=C(C(=O)OC)C=CC1)C=CN2 (methyl 3-(8-(6-(3-aza-bicyclo[3.1.0]hexan-3-yl)pyridine-2-ylamino)imidazo[1,2-b]pyridazin-6-yl)benzoate). Isolated yield 21.9%. As a reaction SMILES: Br[C:2]1[C:3]2[N:4]([CH:18]=[CH:19][N:20]=2)[N:5]=[C:6]([C:8]2[CH:9]=[C:10]([CH:15]=[CH:16][CH:17]=2)[C:11]([O:13][CH3:14])=[O:12])[CH:7]=1.[CH:21]12[CH2:26][CH:25]1[CH2:24][N:23]([C:27]1[N:32]=[C:31]([NH2:33])[CH:30]=[CH:29][CH:28]=1)[CH2:22]2.C1C=CC(P(C2C(C3C(P(C4C=CC=CC=4)C4C=CC=CC=4)=CC=C4C=3C=CC=C4)=C3C(C=CC=C3)=CC=2)C2C=CC=CC=2)=CC=1.C([O-])([O-])=O.[Cs+].[Cs+]>C1C=CC(/C=C/C(/C=C/C2C=CC=CC=2)=O)=CC=1.C1C=CC(/C=C/C(/C=C/C2C=CC=CC=2)=O)=CC=1.C1C=CC(/C=C/C(/C=C/C2C=CC=CC=2)=O)=CC=1.[Pd].[Pd].O1CCOCC1>[CH:25]12[CH2:26][CH:21]1[CH2:22][N:23]([C:27]1[N:32]=[C:31]([NH:33][C:2]3[C:3]4[N:4]([CH:18]=[CH:19][N:20]=4)[N:5]=[C:6]([C:8]4[CH:9]=[C:10]([CH:15]=[CH:16][CH:17]=4)[C:11]([O:13][CH3:14])=[O:12])[CH:7]=3)[CH:30]=[CH:29][CH:28]=1)[CH2:24]2 |f:3.4.5,6.7.8.9.10|. Reported procedure: A mixture of methyl 3-(8-bromoimidazo[1,2-b]pyridazin-6-yl)benzoate (250 mg, 0.75 mmol), 6-(3-aza-bicyclo[3.1.0]hexan-3-yl)pyridin-2-amine (198 mg, 1.13 mmol), Pd2(dba)3 (43 mg, 0.075 mmol), BINAP (187 mg, 0.3 mmol), Cs2CO3 (734 mg, 2.25 mmol) and dioxane (10 mL) was heated to 100° C. with stirring for 16 h under N2. The solvent was removed in vacuo and the resulting mixture was purified by chromatography (silica gel, 200-300 mesh, petroleum ether:ethyl acetate=3:1) to give crude product which w... Starting materials: BrC1=CC=C2C(=NC(=NC2=C1)C1=C(C=CC(=C1)F)O)N[C@@H]1CN(CC1)C(=O)OC(C)(C)C ((S)-tert-butyl 3-(7-bromo-2-(5-fluoro-2-hydroxyphenyl)quinazolin-4-ylamino)pyrrolidine-1-carboxylate), OC1=C(C=CC=C1)C1=NC2=CC=C(C=C2C(=N1)N[C@@H]1CN(CC1)C(=O)OC(C)(C)C)C#CCO ((S)-tert-Butyl 3-(2-(2-hydroxyphenyl)-6-(3-hydroxyprop-1-ynyl)quinazolin-4-ylamino)pyrrolidine-1-carboxylate). Yields the product FC1=CC(=C(C=C1)O)C1=NC2=CC(=CC=C2C(=N1)N[C@@H]1CNCC1)C#CCO ((S)-4-Fluoro-2-(7-(3-hydroxyprop-1-ynyl)-4-(pyrrolidin-3-ylamino)quinazolin-2-yl)phenol). Reaction SMILES: Br[C:2]1[CH:11]=[C:10]2[C:5]([C:6]([NH:20][C@H:21]3[CH2:25][CH2:24][N:23](C(OC(C)(C)C)=O)[CH2:22]3)=[N:7][C:8]([C:12]3[CH:17]=[C:16]([F:18])[CH:15]=[CH:14][C:13]=3[OH:19])=[N:9]2)=[CH:4][CH:3]=1.[OH:33][C:34]1C=CC=[CH:36][C:35]=1C1N=C(N[C@H]2CCN(C(OC(C)(C)C)=O)C2)C2C(=CC=C(C#CCO)C=2)N=1>>[F:18][C:16]1[CH:15]=[CH:14][C:13]([OH:19])=[C:12]([C:8]2[N:7]=[C:6]([NH:20][C@H:21]3[CH2:25][CH2:24][NH:23][CH2:22]3)[C:5]3[C:10](=[CH:11][C:2]([C:36]#[C:35][CH2:34][OH:33])=[CH:3][CH:4]=3)[N:9]=2)[CH:17]=1. Procedure details: The title compound was prepared using methods analogous to those described in Synthesis 59, replacing (S)-tert-butyl 3-(6-bromo-2-(2-hydroxyphenyl)quinazolin-4-ylamino)pyrrolidine-1-carboxylate with (S)-tert-butyl 3-(7-bromo-2-(5-fluoro-2-hydroxyphenyl)quinazolin-4-ylamino)pyrrolidine-1-carboxylate in Synthesis 59-A. Product: ClC=1C=C(C=2N(N1)C=C(N2)C)C (6-chloro-2,8-dimethylimidazo[1,2-b]pyridazine). Procedure details: 3-Amino-6-chloro-4-methylpyridazine (5.50 g, 38.3 mmol) and bromoacetone (6.90 g, 40.0 mmol) were heated in acetonitrile (50.0 ml) for 8 hours under reflux. The reaction solution was concentrated under reduced pressure, and water (100 ml) was added to the residues which were then adjusted to pH 9 with 20% aqueous sodium hydroxide and extracted twice with ethyl acetate. The extracts were combined, dried over anhydrous magnesium sulfate and concentrated, and the residues were purified by silica ge... Starting materials: NC=1N=NC(=CC1C)Cl (3-Amino-6-chloro-4-methylpyridazine), BrCC(C)=O (bromoacetone). Run in C(C)#N (acetonitrile). Reaction SMILES: [NH2:1][C:2]1[N:3]=[N:4][C:5]([Cl:9])=[CH:6][C:7]=1[CH3:8].Br[CH2:11][C:12](=O)[CH3:13]>C(#N)C>[Cl:9][C:5]1[CH:6]=[C:7]([CH3:8])[C:2]2[N:3]([CH:11]=[C:12]([CH3:13])[N:1]=2)[N:4]=1. Reactants: NC=1C=NC=CC1 (3-aminopyridine), [Li+].CC(C)[N-]C(C)C (LDA), N (NH3), ClC1=NC(=NC(=N1)N1CCOCC1)N1C(=NC2=C1C=CC=C2OC)C(F)F (1-[4-chloro-6-(4-morpholinyl)-1,3,5-triazin-2-yl]-2-(difluoromethyl)-4-methoxy-1H-benzimidazole). The solvent is C1CCOC1 (THF), C(C)(=O)O (acetic acid), O (water). Product: FC(C1=NC2=C(N1C1=NC(=NC(=N1)N1CCOCC1)NC=1C=NC=CC1)C=CC=C2OC)F (4-[2-(difluoromethyl)-4-methoxy-1H-benzimidazol-1-yl]-6-(4-morpholinyl)-N-(3-pyridinyl)-1,3,5-triazin-2-amine). Isolated yield 72.6%. Reaction SMILES: [NH2:1][C:2]1[CH:3]=[N:4][CH:5]=[CH:6][CH:7]=1.[Li+].CC([N-]C(C)C)C.Cl[C:17]1[N:22]=[C:21]([N:23]2[CH2:28][CH2:27][O:26][CH2:25][CH2:24]2)[N:20]=[C:19]([N:29]2[C:33]3[CH:34]=[CH:35][CH:36]=[C:37]([O:38][CH3:39])[C:32]=3[N:31]=[C:30]2[CH:40]([F:42])[F:41])[N:18]=1.N>C1COCC1.O.C(O)(=O)C>[F:42][CH:40]([F:41])[C:30]1[N:29]([C:19]2[N:20]=[C:21]([N:23]3[CH2:28][CH2:27][O:26][CH2:25][CH2:24]3)[N:22]=[C:17]([NH:1][C:2]3[CH:3]=[N:4][CH:5]=[CH:6][CH:7]=3)[N:18]=2)[C:33]2[CH:34]=[CH:35][CH:36]=[C:37]([O:38][CH3:39])[C:32]=2[N:31]=1 |f:1.2|. Procedure details: To a solution of 3-aminopyridine (1.88 g, 20 mmol) in 100 mL THF was added LDA (10 mL, 2 M in THF; 20 mmol) and to the resulting suspension was added 1.99 g (5 mmol) of 1-[4-chloro-6-(4-morpholinyl)-1,3,5-triazin-2-yl]-2-(difluoromethyl)-4-methoxy-1H-benzimidazole at room temperature. After 5 min. the reaction was neutralized with acetic acid and diluted with water. After the pH was made slightly alkaline with aq. NH3, the precipitate was collected, washed with hot water, and dried. Recrystalliz...